Dataset: the Open Reaction Database (ORD), a public repository of structured organic reaction records. Task: describe an organic reaction: reactants, conditions, products, and yield Starting materials: IC1=NN(C2=NC=NC(=C21)N)C2CN(C2)C (3-iodo-1-(1-methyl-3-azetanyl)-1H-pyrazolo[3,4-d]pyrimidin-4-amine), CC=1C=C(C2=C(N=C(O2)NC2=CC=C(C=C2)B2OC(C(O2)(C)C)(C)C)C1)C (N-(5,7-dimethyl-1,3-benzoxazol-2-yl)-N-[4-(4,4,5,5-tetramethyl-1,3,2-dioxaborolan-2-yl)phenyl]amine), C([O-])([O-])=O.[Na+].[Na+] (sodium carbonate). The reagents and catalysts are [Pd].C1(=CC=CC=C1)P(C1=CC=CC=C1)C1=CC=CC=C1.C1(=CC=CC=C1)P(C1=CC=CC=C1)C1=CC=CC=C1.C1(=CC=CC=C1)P(C1=CC=CC=C1)C1=CC=CC=C1.C1(=CC=CC=C1)P(C1=CC=CC=C1)C1=CC=CC=C1 (tetrakis(triphenylphosphine)-palladium). The solvent is COCCOC (ethylene glycol dimethyl ether), O (water). Conditions: temperature 80 celsius. Yields the product NC1=C2C(=NC=N1)N(N=C2C2=CC=C(C=C2)NC=2OC1=C(N2)C=C(C=C1C)C)C1CN(C1)C (N2-{4-[4-amino-1-(1-methyl-3-azetanyl)-1H-pyrazolo[3,4-d]pyrimidin-3-yl]phenyl}-5,7-dimethyl-1,3-benzoxazol-2-amine). Yield: 57.7%. RXN SMILES: I[C:2]1[C:10]2[C:5](=[N:6][CH:7]=[N:8][C:9]=2[NH2:11])[N:4]([CH:12]2[CH2:15][N:14]([CH3:16])[CH2:13]2)[N:3]=1.[CH3:17][C:18]1[CH:19]=[C:20]([CH3:43])[C:21]2[O:25][C:24]([NH:26][C:27]3[CH:32]=[CH:31][C:30](B4OC(C)(C)C(C)(C)O4)=[CH:29][CH:28]=3)=[N:23][C:22]=2[CH:42]=1.C(=O)([O-])[O-].[Na+].[Na+]>COCCOC.O.[Pd].C1(P(C2C=CC=CC=2)C2C=CC=CC=2)C=CC=CC=1.C1(P(C2C=CC=CC=2)C2C=CC=CC=2)C=CC=CC=1.C1(P(C2C=CC=CC=2)C2C=CC=CC=2)C=CC=CC=1.C1(P(C2C=CC=CC=2)C2C=CC=CC=2)C=CC=CC=1>[NH2:11][C:9]1[N:8]=[CH:7][N:6]=[C:5]2[N:4]([CH:12]3[CH2:15][N:14]([CH3:16])[CH2:13]3)[N:3]=[C:2]([C:30]3[CH:29]=[CH:28][C:27]([NH:26][C:24]4[O:25][C:21]5[C:20]([CH3:43])=[CH:19][C:18]([CH3:17])=[CH:42][C:22]=5[N:23]=4)=[CH:32][CH:31]=3)[C:10]=12 |f:2.3.4,7.8.9.10.11|. Reported procedure: A mixture of 3-iodo-1-(1-methyl-3-azetanyl)-1H-pyrazolo[3,4-d]pyrimidin-4-amine (0.17 g, 0.00052 mol), N-(5,7-dimethyl-1,3-benzoxazol-2-yl)-N-[4-(4,4,5,5-tetramethyl-1,3,2-dioxaborolan-2-yl)phenyl]amine (0.23 g, 0.000624 mol), tetrakis(triphenylphosphine)-palladium (0.030 g, 0.000026 mol) and sodium carbonate (0.14 g, 0.0013 mol) in ethylene glycol dimethyl ether (20 mL) and water (15 mL) was heated at 80° C. for 16 hours under an atmosphere of nitrogen. The reaction was cooled to room temperatu...